From a dataset of the Open Reaction Database (ORD), a public repository of structured organic reaction records. describe an organic reaction: reactants, conditions, products, and yield The reagents and catalysts are [Pd] (palladium on carbon). Procedure details: In a similar manner to that described in Reference Example 7, a reaction was carried out using t-butyl N-methyl-N-[2-nitro-5-(pyridine-2-ylthio)phenyl]carbamate (1.08 g), palladium on carbon (10%, 1.00 g) and methanol (20 ml) and the reaction mixture was purified to give the title compound (0.78 g). The solvent is CO (methanol). Yields the product NC1=C(C=C(C=C1)SC1=NC=CC=C1)N(C(OC(C)(C)C)=O)C (t-Butyl N-[2-amino-5-(pyridine-2-ylthio)phenyl]-N-methylcarbamate). Starting materials: CN(C(OC(C)(C)C)=O)C1=C(C=CC(=C1)SC1=NC=CC=C1)[N+](=O)[O-] (t-butyl N-methyl-N-[2-nitro-5-(pyridine-2-ylthio)phenyl]carbamate). Yield: 78.8%. RXN SMILES: [CH3:1][N:2]([C:10]1[CH:15]=[C:14]([S:16][C:17]2[CH:22]=[CH:21][CH:20]=[CH:19][N:18]=2)[CH:13]=[CH:12][C:11]=1[N+:23]([O-])=O)[C:3](=[O:9])[O:4][C:5]([CH3:8])([CH3:7])[CH3:6]>[Pd].CO>[NH2:23][C:11]1[CH:12]=[CH:13][C:14]([S:16][C:17]2[CH:22]=[CH:21][CH:20]=[CH:19][N:18]=2)=[CH:15][C:10]=1[N:2]([CH3:1])[C:3](=[O:9])[O:4][C:5]([CH3:6])([CH3:7])[CH3:8]. Starting materials: C(C)OC=1C=C(C=CC1OCC)C=1SC=C(N1)C1=CC(=CC=C1)C#N (2-(3,4-diethoxyphenyl)-4-(3-cyanophenyl)thiazole), [OH-].[Na+] (sodium hydroxide), Cl (hydrochloric acid), O (water). The solvent is C(C)O (ethanol). The product is C(C)OC=1C=C(C=CC1OCC)C=1SC=C(N1)C1=CC(=CC=C1)C(=O)O (2-(3,4-diethoxyphenyl)-4-(3-carboxyphenyl)thiazole). RXN SMILES: [CH2:1]([O:3][C:4]1[CH:5]=[C:6]([C:13]2[S:14][CH:15]=[C:16]([C:18]3[CH:23]=[CH:22][CH:21]=[C:20]([C:24]#N)[CH:19]=3)[N:17]=2)[CH:7]=[CH:8][C:9]=1[O:10][CH2:11][CH3:12])[CH3:2].[OH-:26].[Na+].[OH2:28].Cl>C(O)C>[CH2:1]([O:3][C:4]1[CH:5]=[C:6]([C:13]2[S:14][CH:15]=[C:16]([C:18]3[CH:23]=[CH:22][CH:21]=[C:20]([C:24]([OH:28])=[O:26])[CH:19]=3)[N:17]=2)[CH:7]=[CH:8][C:9]=1[O:10][CH2:11][CH3:12])[CH3:2] |f:1.2|. Procedure: A solution of 16 g of 2-(3,4-diethoxyphenyl)-4-(3-cyanophenyl)thiazole in 120 ml of ethanol and 90 ml of a 40% aqueous sodium hydroxide solution was refluxed for 15 hours with heating. The reaction mixture was mixed with water, made acidic with concentrated hydrochloric acid and extracted with ethyl acetate (200 ml×3). The extract was washed with water (10 ml×3) and subjected to distillation to remove the solvent. The residue was recrystallized from ethanol to obtain 7 g of 2-(3,4-diethoxyphenyl...